From a dataset of the Open Reaction Database (ORD), a public repository of structured organic reaction records. describe an organic reaction: reactants, conditions, products, and yield The reactants are O=C(O)c1cccc(-c2cccc(Cl)c2)n1, Nc1ccccc1. Product: O=C(Nc1ccccc1)c1cccc(-c2cccc(Cl)c2)n1. RXN SMILES: [Cl:1][c:2]1[cH:3][c:4](-[c:8]2[cH:9][cH:10][cH:11][c:12]([C:14](=[O:15])[OH:16])[n:13]2)[cH:5][cH:6][cH:7]1.[NH2:17][c:18]1[cH:19][cH:20][cH:21][cH:22][cH:23]1>>[Cl:1][c:2]1[cH:3][c:4](-[c:8]2[cH:9][cH:10][cH:11][c:12]([C:14](=[O:16])[NH:17][c:18]3[cH:19][cH:20][cH:21][cH:22][cH:23]3)[n:13]2)[cH:5][cH:6][cH:7]1.